This data is from the Open Reaction Database (ORD), a public repository of structured organic reaction records. The task is: describe an organic reaction: reactants, conditions, products, and yield Reactants: CCOC(=O)CN1CCOC1=O, CCO, NN, O. The product is NNC(=O)CN1CCOC1=O. Reaction SMILES: [CH2:1]([O:3][C:4](=[O:2])[CH2:5][N:6]1[C:7](=[O:11])[O:8][CH2:9][CH2:10]1)[CH3:12].[CH3:16][CH2:17][OH:18].[NH2:14][NH2:15].[OH2:13]>>[O:3]=[C:4]([CH2:5][N:6]1[C:7](=[O:11])[O:8][CH2:9][CH2:10]1)[NH:14][NH2:15]. Starting materials: diamine, NC1=C(C(N(C(N1C)=O)CCC)=O)N=O (6-amino-1-methyl-5-nitroso-3-propyl-2,4(1H,3H)pyrimidinedione), ammonium sulfide, C(=O)C1=CC=C(C=CC(=O)O)C=C1 (4-formylcinnamic acid). Yields the product 5,6-Diamimo-1-methyl-3-propyl-2,4(1H,3H)pyrimidinedione, CN1C(N(C(C=2N=C(NC12)C1=CC=C(/C=C/C(=O)O)C=C1)=O)CCC)=O ((E)-4-(1,2,3,6-tetrahydro-3-methyl-2,6-dioxo-1-propyl-9H-purin-8-yl)cinnamic acid). RXN SMILES: [NH2:1][C:2]1[N:7]([CH3:8])[C:6](=[O:9])[N:5]([CH2:10][CH2:11][CH3:12])[C:4](=[O:13])[C:3]=1[N:14]=O.[NH4+]=S.[CH:18]([C:20]1[CH:30]=[CH:29][C:23]([CH:24]=[CH:25][C:26]([OH:28])=[O:27])=[CH:22][CH:21]=1)=O>>[CH3:8][N:7]1[C:2]2[NH:1][C:18]([C:20]3[CH:30]=[CH:29][C:23](/[CH:24]=[CH:25]/[C:26]([OH:28])=[O:27])=[CH:22][CH:21]=3)=[N:14][C:3]=2[C:4](=[O:13])[N:5]([CH2:10][CH2:11][CH3:12])[C:6]1=[O:9]. Procedure: 5,6-Diamimo-1-methyl-3-propyl-2,4(1H,3H)pyrimidinedione was prepared freshly from 6-amino-1-methyl-5-nitroso-3-propyl-2,4(1H,3H)pyrimidinedione by ammonium sulfide reduction using the method of V. Papesch, M. Grove, and F. F. Schroeder (U.S. Pat. No. 2 602 795). This diamine (2.00 g, 10.0 mmol) was condensed with 4-formylcinnamic acid (1.76 g, 10.0 mmol) by the procedure of Example 2 to give the title compound as an ivory powder, after crystallization from N,N-dimethylformamide-water; mp>300° C....